The task is: describe an organic reaction: reactants, conditions, products, and yield. This data is from the Open Reaction Database (ORD), a public repository of structured organic reaction records. The reactants are COC(CNC(=O)N(N=Cc1ccccc1)c1cc(Cl)c(Cc2ccc(C(C)=O)cc2)c(Cl)c1)OC, CCOC(C)=O, Cl. Yields the product CC(=O)c1ccc(Cc2c(Cl)cc(N3N=CCNC3=O)cc2Cl)cc1. Reaction SMILES: [C:1]([CH3:2])(=[O:3])[c:4]1[cH:5][cH:6][c:7]([CH2:8][c:9]2[c:10]([Cl:34])[cH:11][c:12]([N:16]([N:17]=[CH:22][c:23]3[cH:24][cH:30][cH:31][cH:32][cH:33]3)[C:25](=[O:26])[NH:27][CH2:28][CH:29]([O:18][CH3:19])[O:20][CH3:21])[cH:13][c:14]2[Cl:15])[cH:35][cH:36]1.[CH3:38][CH2:39][O:40][C:41](=[O:42])[CH3:43].[ClH:37]>>[C:1]([CH3:2])(=[O:3])[c:4]1[cH:5][cH:6][c:7]([CH2:8][c:9]2[c:10]([Cl:34])[cH:11][c:12]([N:16]3[N:17]=[CH:29][CH2:28][NH:27][C:25]3=[O:26])[cH:13][c:14]2[Cl:15])[cH:35][cH:36]1.